This data is from the Open Reaction Database (ORD), a public repository of structured organic reaction records. The task is: describe an organic reaction: reactants, conditions, products, and yield The reactants are C1(=CC=C(C=C1)S(=O)(=O)OCC1C2=C(C=CC3=C1C=CC=C3)C=CC=C2)C (5-p-toluenesulphonyloxymethyldibenzo[a,d]cycloheptene), C(C)(=O)[O-].[Na+] (sodium acetate). The solvent is C(C)(=O)O (acetic acid). Run at temperature 0 celsius, time 4 hour. The product is OC1=CC2=C(C=CC3=C1C=CC=C3)C=CC=C2 (5-Hydroxy-dibenzo[a,e]cyclooctene). As a reaction SMILES: C1(C)C=CC(S(OC[CH:12]2[C:18]3[CH:19]=[CH:20][CH:21]=[CH:22][C:17]=3C=[CH:15][C:14]3[CH:23]=[CH:24][CH:25]=[CH:26][C:13]2=3)(=O)=O)=CC=1.[C:28]([O-:31])(=O)[CH3:29].[Na+]>C(O)(=O)C>[OH:31][C:28]1[C:29]2[CH:19]=[CH:20][CH:21]=[CH:22][C:17]=2[CH:18]=[CH:12][C:13]2[CH:26]=[CH:25][CH:24]=[CH:23][C:14]=2[CH:15]=1 |f:1.2|. Reported procedure: To a solution of 5-p-toluenesulphonyloxymethyldibenzo[a,d]cycloheptene (17 g) in glacial acetic acid (150 ml) was added anhydrous sodium acetate (8.2 g) and the solution refluxed with stirring for 4 h. The solvents were removed in vacuo, the residue dissolved in methanol (100 ml), cooled to 0° C. and enough solid potassium hydroxide added to give pH 14. The suspension was stirred at room temperature for 2 h. then the methanol was removed in vacuo and the residue Partitioned between ether (200 ml... Product: C(C)(C)C1=CNC2=CC=C(C=C12)OC1=C(C=C(CBr)C=C1Cl)Cl (4-(3-Isopropyl-1H-indol-5-yloxy)-3,5-dichlorobenzyl bromide). Solvent: C(C)#N (acetonitrile). Reaction SMILES: [CH:1]([C:4]1[C:12]2[C:7](=[CH:8][CH:9]=[C:10]([O:13][C:14]3[C:21]([Cl:22])=[CH:20][C:17]([CH2:18]O)=[CH:16][C:15]=3[Cl:23])[CH:11]=2)[NH:6][CH:5]=1)([CH3:3])[CH3:2].[Br:24]P(Br)(C1C=CC=CC=1)(C1C=CC=CC=1)C1C=CC=CC=1.N1C=CC=CC=1>C(#N)C>[CH:1]([C:4]1[C:12]2[C:7](=[CH:8][CH:9]=[C:10]([O:13][C:14]3[C:21]([Cl:22])=[CH:20][C:17]([CH2:18][Br:24])=[CH:16][C:15]=3[Cl:23])[CH:11]=2)[NH:6][CH:5]=1)([CH3:3])[CH3:2]. Starting materials: C(C)(C)C1=CNC2=CC=C(C=C12)OC1=C(C=C(CO)C=C1Cl)Cl (4-(3-Isopropyl-1H-indol-5-yloxy)-3,5-dichlorobenzyl alcohol), BrP(C1=CC=CC=C1)(C1=CC=CC=C1)(C1=CC=CC=C1)Br (dibromotriphenylphosphorane), N1=CC=CC=C1 (pyridine). Reported procedure: Analogously to the procedure of Example VII, 4.8 g (12.66 mmol) of benzyl alcohol derivative from Example XVII are reacted with 6.95 g (16.46 mmol) of dibromotriphenylphosphorane and 1.6 g (20.26 mmol) of pyridine in 80 ml of acetonitrile. Starting materials: N#Cc1cc2c(s1)SCC(=O)N2, CC(C)(C)[O-], CCOC(C)=O, CN(C)C=O, CCCCI, [K+], O. Yields the product CCCCN1C(=O)CSc2sc(C#N)cc21. RXN SMILES: [C:1](#[N:2])[c:3]1[cH:4][c:5]2[c:6]([s:12]1)[S:7][CH2:8][C:9](=[O:11])[NH:10]2.[CH3:13][C:14]([CH3:15])([O-:16])[CH3:17].[CH3:24][CH2:25][O:26][C:27](=[O:28])[CH3:29].[CH3:30][N:31]([CH3:32])[CH:33]=[O:34].[I:19][CH2:20][CH2:21][CH2:22][CH3:23].[K+:18].[OH2:35]>>[C:1](#[N:2])[c:3]1[cH:4][c:5]2[c:6]([s:12]1)[S:7][CH2:8][C:9](=[O:11])[N:10]2[CH2:20][CH2:21][CH2:22][CH3:23]. Starting materials: CO, COC(=O)c1ccc([N+](=O)[O-])c(C(OC)OC)c1, [Na+], [OH-]. Yields the product COC(OC)c1cc(C(=O)O)ccc1[N+](=O)[O-]. Reaction SMILES: [CH3:19][OH:20].[CH3:1][O:2][C:3]([c:4]1[cH:5][c:6]([CH:13]([O:14][CH3:15])[O:16][CH3:17])[c:7]([N+:10](=[O:11])[O-:12])[cH:8][cH:9]1)=[O:18].[Na+:22].[OH-:21]>>[O:2]=[C:3]([c:4]1[cH:5][c:6]([CH:13]([O:14][CH3:15])[O:16][CH3:17])[c:7]([N+:10](=[O:11])[O-:12])[cH:8][cH:9]1)[OH:18]. Yields the product CCN(CC)c1cc(C(=O)Nc2ccc(Cl)c(-c3cc4cnc(NCCN(C)C)nc4n(OC)c3=O)c2)cc(Cl)n1. The reactants are CCNCC, CS(C)=O, COn1c(=O)c(-c2cc(NC(=O)c3cc(Cl)nc(Cl)c3)ccc2Cl)cc2cnc(NCCN(C)C)nc21. As a reaction SMILES: [CH2:38]([CH3:39])[NH:40][CH2:41][CH3:42].[CH3:43][S:44]([CH3:45])=[O:46].[Cl:1][c:2]1[cH:3][c:4]([C:5](=[O:6])[NH:7][c:8]2[cH:9][c:10](-[c:15]3[cH:16][c:17]4[c:18]([n:19][c:20]([NH:23][CH2:24][CH2:25][N:26]([CH3:27])[CH3:28])[n:21][cH:22]4)[n:29]([O:32][CH3:33])[c:30]3=[O:31])[c:11]([Cl:14])[cH:12][cH:13]2)[cH:34][c:35]([Cl:37])[n:36]1>>[c:2]1([N:40]([CH2:38][CH3:39])[CH2:41][CH3:42])[cH:3][c:4]([C:5](=[O:6])[NH:7][c:8]2[cH:9][c:10](-[c:15]3[cH:16][c:17]4[c:18]([n:19][c:20]([NH:23][CH2:24][CH2:25][N:26]([CH3:27])[CH3:28])[n:21][cH:22]4)[n:29]([O:32][CH3:33])[c:30]3=[O:31])[c:11]([Cl:14])[cH:12][cH:13]2)[cH:34][c:35]([Cl:37])[n:36]1. Starting materials: C1=CCNC1, C1COCCO1, CC(C)(C)[O-], COc1cn(-c2ccc(I)cc2F)nc(-c2ccnn2-c2ccccc2)c1=O, [Na+], O=C(C=Cc1ccccc1)C=Cc1ccccc1, O=C(C=Cc1ccccc1)C=Cc1ccccc1, O=C(C=Cc1ccccc1)C=Cc1ccccc1, O, [Pd], [Pd]. Yields the product COc1cn(-c2ccc(N3CC=CC3)cc2F)nc(-c2ccnn2-c2ccccc2)c1=O. As a reaction SMILES: [CH2:29]1[NH:30][CH2:31][CH:32]=[CH:33]1.[CH2:41]1[O:42][CH2:43][CH2:44][O:45][CH2:46]1.[CH3:34][C:35]([CH3:36])([O-:37])[CH3:38].[F:1][c:2]1[c:3](-[n:9]2[n:10][c:11](-[c:18]3[cH:19][cH:20][n:21][n:22]3-[c:23]3[cH:24][cH:25][cH:26][cH:27][cH:28]3)[c:12](=[O:17])[c:13]([O:15][CH3:16])[cH:14]2)[cH:4][cH:5][c:6]([I:8])[cH:7]1.[Na+:39].[O:49]=[C:50]([CH:51]=[CH:52][c:53]1[cH:54][cH:55][cH:56][cH:57][cH:58]1)[CH:59]=[CH:60][c:61]1[cH:62][cH:63][cH:64][cH:65][cH:66]1.[O:67]=[C:68]([CH:69]=[CH:70][c:71]1[cH:72][cH:73][cH:74][cH:75][cH:76]1)[CH:77]=[CH:78][c:79]1[cH:80][cH:81][cH:82][cH:83][cH:84]1.[O:85]=[C:86]([CH:87]=[CH:88][c:89]1[cH:90][cH:91][cH:92][cH:93][cH:94]1)[CH:95]=[CH:96][c:97]1[cH:98][cH:99][cH:100][cH:101][cH:102]1.[OH2:40].[Pd:47].[Pd:48]>>[F:1][c:2]1[c:3](-[n:9]2[n:10][c:11](-[c:18]3[cH:19][cH:20][n:21][n:22]3-[c:23]3[cH:24][cH:25][cH:26][cH:27][cH:28]3)[c:12](=[O:17])[c:13]([O:15][CH3:16])[cH:14]2)[cH:4][cH:5][c:6]([N:30]2[CH2:29][CH:33]=[CH:32][CH2:31]2)[cH:7]1. Yields the product C(C)C1C(N(C=2C=NC(=NC2N1C=1C=NN(C1)C)N1C(=NC=C1)C1=CC=C(C=C1)F)C)=O (7-ethyl-2-(2-(4-fluorophenyl)-1H-imidazol-1-yl)-5-methyl-8-(1-methyl-1H-pyrazol-4-yl)-7,8-dihydropteridin-6(5H)-one). Reactants: C(C)C1C(N(C=2C=NC(=NC2N1C=1C=NNC1)N1C(=NC=C1)C1=CC=C(C=C1)F)C)=O (7-ethyl-2-(2-(4-fluorophenyl)-1H-imidazol-1-yl)-5-methyl-8-(1H-pyrazol-4-yl)-7,8-dihydropteridin-6(5H)-one), C(=O)([O-])[O-].[K+].[K+] (K2CO3). Procedure: 7-ethyl-2-(2-(4-fluorophenyl)-1H-imidazol-1-yl)-5-methyl-8-(1H-pyrazol-4-yl)-7,8-dihydropteridin-6(5H)-one (Example 331, 55 mg, 0.131 mmol) was dissolved in 3 mL of dioxane and Me3PO4 (37 mg, 0.262 mmol) and K2CO3 (90 mg, 0.655 mmol) were added and the reaction mixture was stirred for 18 h at 90° C. The reaction mixture was diluted with brine and extracted with EtOAc. The organic phase was dried with Na2SO4, filtered, concentrated under vacuum and purified by HPLC to give the title compound (7.6... Conditions: temperature 90 celsius, time 18 hour. Yield: 13.4%. Solvent: O1CCOCC1 (dioxane), [Cl-].[Na+].O (brine). RXN SMILES: [CH2:1]([CH:3]1[N:12]([C:13]2[CH:14]=[N:15][NH:16][CH:17]=2)[C:11]2[N:10]=[C:9]([N:18]3[CH:22]=[CH:21][N:20]=[C:19]3[C:23]3[CH:28]=[CH:27][C:26]([F:29])=[CH:25][CH:24]=3)[N:8]=[CH:7][C:6]=2[N:5]([CH3:30])[C:4]1=[O:31])[CH3:2].[C:32]([O-])([O-])=O.[K+].[K+]>O1CCOCC1.[Cl-].[Na+].O>[CH2:1]([CH:3]1[N:12]([C:13]2[CH:14]=[N:15][N:16]([CH3:32])[CH:17]=2)[C:11]2[N:10]=[C:9]([N:18]3[CH:22]=[CH:21][N:20]=[C:19]3[C:23]3[CH:28]=[CH:27][C:26]([F:29])=[CH:25][CH:24]=3)[N:8]=[CH:7][C:6]=2[N:5]([CH3:30])[C:4]1=[O:31])[CH3:2] |f:1.2.3,5.6.7|.